This data is from the Open Reaction Database (ORD), a public repository of structured organic reaction records. The task is: describe an organic reaction: reactants, conditions, products, and yield Reactants: OCC(CO)NC(CCC1=CC=CC=C1)=O (N-(2-hydroxy-1-hydroxymethyl-ethyl)-3-phenyl-propionamide), OC1=CC=C(C=O)C=C1 (4-hydroxybenzaldehyde), C1(=CC=C(C=C1)S(=O)(=O)O)C (p-toluenesulfonic acid). Run in C1(=CC=CC=C1)C (toluene). Product: C1(=CC=CC=C1)CCC(=O)N (3-phenyl-propionamide). Yield: 124.4%. Reaction SMILES: OCC([NH:6][C:7](=[O:16])[CH2:8][CH2:9][C:10]1[CH:15]=[CH:14][CH:13]=[CH:12][CH:11]=1)CO.OC1C=CC(C=O)=CC=1.C1(C)C=CC(S(O)(=O)=O)=CC=1>C1(C)C=CC=CC=1>[C:10]1([CH2:9][CH2:8][C:7]([NH2:6])=[O:16])[CH:15]=[CH:14][CH:13]=[CH:12][CH:11]=1. Procedure details: A mixture of N-(2-hydroxy-1-hydroxymethyl-ethyl)-3-phenyl-propionamide (1.7 g, 7.6 mmol), toluene (70 ml), 4-hydroxybenzaldehyde (1.856 g, 15.2 mmol) and a catalytic amount of p-toluenesulfonic acid was refluxed for 3 h. The mixture was evaporated and CH2Cl2 was added to the residue. The precipitate was filtered off and recrystallised from hot AcOEt (50 ml). The light brown crystals formed collected yielding trans-N-12-(4-hydroxy-phenyl)-[1,3]dioxan-5-yl]-3-phenyl-propionamide (1.41 g, MS: m/e=3... The reactants are C1(=O)OCC2=CC=CC=C12 (phthalide), C1(=CC=CC=C1)S (thiophenol), C[O-].[K+] (potassium methylate). Run in CO (methanol). Yields the product C1(=CC=CC=C1)SCC1=C(C(=O)O)C=CC=C1 (2-(phenylmercapto-methyl) -benzoic acid). Isolated yield 78.0%. RXN SMILES: [C:1]1([C:10]2[C:5](=[CH:6][CH:7]=[CH:8][CH:9]=2)[CH2:4][O:3]1)=[O:2].[C:11]1([SH:17])[CH:16]=[CH:15][CH:14]=[CH:13][CH:12]=1.C[O-].[K+]>CO>[C:11]1([S:17][CH2:4][C:5]2[CH:6]=[CH:7][CH:8]=[CH:9][C:10]=2[C:1]([OH:3])=[O:2])[CH:16]=[CH:15][CH:14]=[CH:13][CH:12]=1 |f:2.3|. Procedure: A mixture of 67.1 gm of phthalide, 51.3 ml of thiophenol, 35.1 gm of potassium methylate and 250 ml of methanol was refluxed. Subsequently, the obtained 2-(phenylmercapto-methyl) -benzoic acid (yield: 78% of theory, m.p. 108°-110° C.) was esterified with methanol/thionylchloride by standing at -40° C. After standing overnight at room temperature, methyl 2-(phenylmercapto-methyl)-benzoate (yield: 89% of theory, b.p. 145° C. at 0.07 mm Hg) was obtained, which was converted into 2-(phenylmercapto-m... Starting materials: C(C)(C)(C)OC(NC1=CC=C2C(=CN(C2=C1)CC=1C=NC=NC1)SC1=C(C=CC=C1)[N+](=O)[O-])=O ([3-(2-Nitro-phenylsulfanyl)-1-pyrimidin-5-ylmethyl-1H-indol-6-yl]-carbamic acid tert-butyl ester), compound 118. Solvent: C(=O)O (formic acid). Conditions: time 4 hour. Yields the product [N+](=O)([O-])C1=C(C=CC=C1)SC1=CN(C2=CC(=CC=C12)NC=O)CC=1C=NC=NC1 (N-[3-(2-Nitro-phenylsulfanyl)-1-pyrimidin-5-ylmethyl-1H-indol-6-yl]-formamide). Reaction SMILES: C([O:5][C:6](=O)[NH:7][C:8]1[CH:16]=[C:15]2[C:11]([C:12]([S:24][C:25]3[CH:30]=[CH:29][CH:28]=[CH:27][C:26]=3[N+:31]([O-:33])=[O:32])=[CH:13][N:14]2[CH2:17][C:18]2[CH:19]=[N:20][CH:21]=[N:22][CH:23]=2)=[CH:10][CH:9]=1)(C)(C)C>C(O)=O>[N+:31]([C:26]1[CH:27]=[CH:28][CH:29]=[CH:30][C:25]=1[S:24][C:12]1[C:11]2[C:15](=[CH:16][C:8]([NH:7][CH:6]=[O:5])=[CH:9][CH:10]=2)[N:14]([CH2:17][C:18]2[CH:23]=[N:22][CH:21]=[N:20][CH:19]=2)[CH:13]=1)([O-:33])=[O:32]. Procedure: [3-(2-Nitro-phenylsulfanyl)-1-pyrimidin-5-ylmethyl-1H-indol-6-yl]-carbamic acid tert-butyl ester (3.8 g, 8.0 mmol) was dissolved in 150 mL of formic acid and stirred for 4 hours. The solution was concentrated in vacuo. NaHCO3-sat was added and the mixture was extracted with CH2Cl2 (2×) The combined organic layers were washed with brine and dried over Na2SO4. The solution was allowed to stand overnight. The formed solid was filtered affording a mixture of compound 118 and structure 23 of Scheme V... The reactants are COC1=CC(=CC=C1)OC (1,3-Dimethoxybenzene), C1(CCC(=O)O1)=O (succinic anhydride), [Al+3].[Cl-].[Cl-].[Cl-] (AlCl3). The product is COC1=C(C(=O)CCC(=O)O)C=CC(=C1)OC (3-(2,4-Dimethoxybenzoyl)-propionic acid). Yield: 68.0%. RXN SMILES: [CH3:1][O:2][C:3]1[CH:8]=[CH:7][CH:6]=[C:5]([O:9][CH3:10])[CH:4]=1.[C:11]1(=[O:17])[O:16][C:14](=[O:15])[CH2:13][CH2:12]1.[Al+3].[Cl-].[Cl-].[Cl-]>>[CH3:1][O:2][C:3]1[CH:4]=[C:5]([O:9][CH3:10])[CH:6]=[CH:7][C:8]=1[C:11]([CH2:12][CH2:13][C:14]([OH:16])=[O:15])=[O:17] |f:2.3.4.5|. Reported procedure: 1,3-Dimethoxybenzene 10 h (99%, 6 eq) was reacted with succinic anhydride (99%, 1 eq) and AlCl3 (95%, 2 eq) for 19 h according to the general procedure. Recrystallization in EtOH gave white crystals of 11 h in 68% yield. 1H-NMR: 7.89 (d, 1H, J=8.7 Hz, Ar--H; 6.55 (dd, 1H, J=8.7 and 2.3 Hz, Ar--H); 6.46 (d, 1H, J=2.3 Hz, Ar--H); 3.91 (s, 3H, OCH3); 3.86 (s, 3H, OCH3); 3.30 (t, 2H, J=6.6 Hz, CH2CH2COOH); 2.73(t, 2H, J=6.6 Hz, CH2CH2COOH). 13C-NMR: 197.62; 164.79; 161.23; 132.96; 105.29; 98.31; 55....